The task is: describe an organic reaction: reactants, conditions, products, and yield. This data is from the Open Reaction Database (ORD), a public repository of structured organic reaction records. Starting materials: CC(=O)O, CC#CCn1c(N2CCCC(NC(=O)OC(C)(C)C)C2)nc2c1c(=O)n(CC(=O)NCc1ccccc1N)c(=O)n2C. The product is CC#CCn1c(N2CCCC(NC(=O)OC(C)(C)C)C2)nc2c1c(=O)n(CC1=Nc3ccccc3CN1)c(=O)n2C. Reaction SMILES: [CH3:43][C:44](=[O:45])[OH:46].[NH2:1][c:2]1[c:3]([CH2:4][NH:5][C:6]([CH2:7][n:8]2[c:9](=[O:10])[n:11]([CH3:37])[c:12]3[n:13][c:14]([N:23]4[CH2:24][CH:25]([NH:29][C:30](=[O:31])[O:32][C:33]([CH3:34])([CH3:35])[CH3:36])[CH2:26][CH2:27][CH2:28]4)[n:15]([CH2:19][C:20]#[C:21][CH3:22])[c:16]3[c:17]2=[O:18])=[O:38])[cH:39][cH:40][cH:41][cH:42]1>>[N:1]1=[C:6]([CH2:7][n:8]2[c:9](=[O:10])[n:11]([CH3:37])[c:12]3[n:13][c:14]([N:23]4[CH2:24][CH:25]([NH:29][C:30](=[O:31])[O:32][C:33]([CH3:34])([CH3:35])[CH3:36])[CH2:26][CH2:27][CH2:28]4)[n:15]([CH2:19][C:20]#[C:21][CH3:22])[c:16]3[c:17]2=[O:18])[NH:5][CH2:4][c:3]2[c:2]1[cH:42][cH:41][cH:40][cH:39]2. Procedure: A mixture of 4-formylpyridine (0.88 g, 8.25 mmol), trans-4-methyl-cyclohexylamine hydrochloride (0.93 g, 8.25 mmol) and NaBH3CN (1.3 g, 20.6 mmol) in MeOH (50 mL) and AcOH (1.5 mL) was refluxed for 1.5 h. The heating was discontinued and the reaction mixture was left at rt for 2 days. The volatiles were removed in vacuo and the residue was divided between aqueous NaHCO3 and DCM. The DCM phase was concentrated in vacuo. Purification on preparative HPLC gave the TFA salt of (4-methyl-cyclohexyl)-p... RXN SMILES: [CH3:1][CH:2]1[CH2:7][CH2:6][CH:5]([NH:8][CH2:9][C:10]2[CH:15]=[CH:14][N:13]=[CH:12][CH:11]=2)[CH2:4][CH2:3]1.ClC1C=CC=CC=1COCCN([C@H]1CC[C@H](C)CC1)[C:24](=[O:39])[NH:25][C:26]1[S:27][C:28]([S:31]CC(C)(C)C(O)=O)=[CH:29][N:30]=1.C([O:53][C:54](=[O:56])[CH3:55])C>>[CH3:1][C@H:2]1[CH2:7][CH2:6][C@H:5]([N:8]([CH2:9][C:10]2[CH:15]=[CH:14][N:13]=[CH:12][CH:11]=2)[C:24](=[O:39])[NH:25][C:26]2[S:27][C:28]([S:31][CH2:55][C:54]([OH:53])=[O:56])=[CH:29][N:30]=2)[CH2:4][CH2:3]1. Reactants: CC1CCC(CC1)NCC1=CC=NC=C1 ((4-methyl-cyclohexyl)-pyridin-4-ylmethyl-amine), ClC1=C(COCCN(C(NC=2SC(=CN2)SCC(C(=O)O)(C)C)=O)[C@@H]2CC[C@H](CC2)C)C=CC=C1 (3-{2-[3-[2-(2-chloro-benzyloxy)-ethyl]-3-(trans-4-methyl-cyclohexyl)-ureido]-thiazol-5-ylsulfanyl}-2,2-dimethyl-propionic acid), C(C)OC(C)=O (acetic acid ethyl ester). Product: C[C@@H]1CC[C@H](CC1)N(C(NC=1SC(=CN1)SCC(=O)O)=O)CC1=CC=NC=C1 ({2-[3-(trans-4-Methyl-cyclohexyl)-3-pyridin-4-ylmethyl-ureido]-thiazol-5-ylsulfanyl}-acetic acid). The product is OC1=C(C(=O)OC)C=CC=C1C (methyl 2-hydroxy-3-methylbenzoate). As a reaction SMILES: [OH:1][C:2]1[C:10]([CH3:11])=[CH:9][CH:8]=[CH:7][C:3]=1[C:4]([OH:6])=[O:5].S(Cl)(Cl)=O.[CH3:16]O>>[OH:1][C:2]1[C:10]([CH3:11])=[CH:9][CH:8]=[CH:7][C:3]=1[C:4]([O:6][CH3:16])=[O:5]. Reactants: OC1=C(C(=O)O)C=CC=C1C (2-hydroxy-3-methylbenzoic acid), S(=O)(Cl)Cl (thionyl chloride), CO (methanol). Procedure details: Into a 3-L 4-necked round-bottom flask purged and maintained with an inert atmosphere of nitrogen, was placed 2-hydroxy-3-methylbenzoic acid (50 g, 328.63 mmol, 1.00 equiv) and methanol (800 mL). This was followed by the addition of thionyl chloride (20 mL) dropwise with stirring. The resulting solution was stirred overnight at 80° C. The resulting mixture was concentrated under vacuum. The residue was diluted with 1000 mL of ethyl acetate. The resulting mixture was washed with 2×800 mL of NaOH ... Starting materials: CC(C)(C)OC(=O)NCCc1nnn(CCF)n1, ClCCl, Cl, C1COCCO1. Product: Cl, NCCc1nnn(CCF)n1. Reaction SMILES: [C:1]([O:2][C:3](=[O:4])[NH:7][CH2:8][CH2:9][c:10]1[n:11][n:12][n:13]([CH2:15][CH2:16][F:17])[n:14]1)([CH3:5])([CH3:6])[CH3:18].[Cl:20][CH2:21][Cl:22].[ClH:19].[O:23]1[CH2:24][CH2:25][O:26][CH2:27][CH2:28]1>>[ClH:19].[NH2:7][CH2:8][CH2:9][c:10]1[n:11][n:12][n:13]([CH2:15][CH2:16][F:17])[n:14]1. Starting materials: N1=CC=C(C=C1)N1CCC2(OCCO2)CC1 (8-(4-pyridyl)-1,4-dioxa-8-azaspiro[4,5]decane). Solvent: S(O)(O)(=O)=O (sulphuric acid), O1CCCC1 (tetrahydrofuran). Product: N1=CC=C(C=C1)N1CCC(CC1)=O (1-(4-pyridyl)-4-oxopiperidine). The yield is 49.6%. RXN SMILES: [N:1]1[CH:6]=[CH:5][C:4]([N:7]2[CH2:16][CH2:15][C:10]3(OCC[O:11]3)[CH2:9][CH2:8]2)=[CH:3][CH:2]=1>S(=O)(=O)(O)O.O1CCCC1>[N:1]1[CH:6]=[CH:5][C:4]([N:7]2[CH2:16][CH2:15][C:10](=[O:11])[CH2:9][CH2:8]2)=[CH:3][CH:2]=1. Reported procedure: A solution of 8-(4-pyridyl)-1,4-dioxa-8-azaspiro[4,5]decane (10 g) in 2N sulphuric acid (140 ml) and tetrahydrofuran (70 ml) was stirred for 72 hr. The reaction was quenched with water (700 ml) and extracted with dichloromethane (400 ml). The organic extracts were dried (MgSO4) and evaporated to give a yellow solid which was purified by flash chromatography on silica, eluting with methanol/dichloromethane (10:90 v/v) to give 1-(4-pyridyl)-4-oxopiperidine as a solid (3.97 g); m.p. 101°-104° C.; N... Reactants: NCC=1C=C(C=C(C1O)Br)C(CC)=O (3'-aminomethyl-5'-bromo-4'-hydroxypropiophenone), Cl.NO (hydroxylamine hydrochloride), C (charcoal). Run in [OH-].[Na+] (sodium hydroxide), C(C)O (ethanol). The product is NCC=1C=C(C=C(C1O)Br)C(CC)=NO (3'-aminomethyl-5'-bromo-4'-hydroxypropiophenone oxime). Yield: 85.1%. As a reaction SMILES: [NH2:1][CH2:2][C:3]1[CH:4]=[C:5]([C:11](=O)[CH2:12][CH3:13])[CH:6]=[C:7]([Br:10])[C:8]=1[OH:9].Cl.[NH2:16][OH:17].C>[OH-].[Na+].C(O)C>[NH2:1][CH2:2][C:3]1[CH:4]=[C:5]([C:11](=[N:16][OH:17])[CH2:12][CH3:13])[CH:6]=[C:7]([Br:10])[C:8]=1[OH:9] |f:1.2,4.5|. Procedure details: A solution of 9.0 g of 3'-aminomethyl-5'-bromo-4'-hydroxypropiophenone and 7.0 g of hydroxylamine hydrochloride in 50 ml of 4N sodium hydroxide solution and 15 ml of ethanol is refluxed with heating for 40 minutes. To the reaction mixture is added activated charcoal and the charcoal is filtered off and then the mixture is adjusted to pH 6-7 with concentrated hydrochloric acid. After allowing to stand at room temperature, the precipitate is collected by filtration, washed with water and dried to ...